Dataset: the Open Reaction Database (ORD), a public repository of structured organic reaction records. Task: describe an organic reaction: reactants, conditions, products, and yield Reactants: C([O-])([O-])=O.[K+].[K+] (potassium carbonate), C(=C)OCC (ethyl vinyl ether), C(=C)OCC (ethyl vinyl ether), mercuric acetate, chlorohydrin, C(=C)OC=C (vinyl ether), C(COCCO)Cl (diethylene chlorohydrin). The solvent is C(C)O (ethyl alcohol). Yields the product C(=C)OCCOCCCl (Diethylene Chlorohydrin Vinyl Ether). Reaction SMILES: [CH:1]([O:3][CH2:4][CH3:5])=[CH2:2].[CH2:6]([Cl:12])[CH2:7][O:8]CCO.C(OC=C)=C.C(=O)([O-])[O-].[K+].[K+]>C(O)C>[CH:1]([O:3][CH2:4][CH2:5][O:8][CH2:7][CH2:6][Cl:12])=[CH2:2] |f:3.4.5|. Procedure: 315 ml (3.3 moles) of ethyl vinyl ether and 12.5 mmoles of mercuric acetate, which rapidly dissolves, are fed into a three-neck flask of 500 ml capacity provided with a reflux condenser and mechanical stirrer and maintained under a nitrogen stream. 0.660 moles of diethylene chlorohydrin are dripped into the solution, the mixture then being heated under reflux until the ratio (gas-chromatographic analysis) of the chlorohydrin to the corresponding vinyl ether remains constant (20 hours). The mixtu... Yields the product C(C)N(C(CC(C)=O)=O)C(C)O (N-ethyl-N-(2-acetylacetyl)aminoethanol). Reaction SMILES: [CH2:1]=[C:2]1[O:6][C:4](=[O:5])[CH2:3]1.C(N[CH2:10][CH2:11][OH:12])C.[C:13](#[N:15])[CH3:14]>>[CH2:13]([N:15]([CH:11]([OH:12])[CH3:10])[C:4](=[O:5])[CH2:3][C:2](=[O:6])[CH3:1])[CH3:14]. Reported procedure: Acetonitrile (692.5 g) and diketene (46.5 g) were introduced into a 5,000 mL four-necked flask, and the mixture was cooled so that the temperature in the flask was lowered to −5 to 0° C. Diketene and 2-(ethylamino)ethanol were simultaneously added dropwise for 4 hours at a rate of 220 g/h and 233.5 g/h, respectively. During the addition, cooling was suitably conducted to maintain the temperature in the flask at −5 to 0° C. Thereafter, 30 g of 2-(ethylamino)ethanol was added dropwise at a rate of... Starting materials: C(C)NCCO (2-(ethylamino)ethanol), C=C1CC(=O)O1 (Diketene), C(C)NCCO (2-(ethylamino)ethanol), C(C)#N (acetonitrile), C=C1CC(=O)O1 (diketene), C(C)#N (Acetonitrile). Reaction conditions: temperature -2.5 celsius, time 4 hour. Conditions: time 20 minute. Product: ClC1=CC=C(C=C1)C=1C(=CNC1)C(=O)OCC (Ethyl 4-(p-chlorophenyl)-pyrrole-3-carboxylate). The yield is 25.6%. Solvent: CCOCC (ether), CCOCC (ether), O (water). The reactants are ClC1=CC=C(C=CC(=O)OCC)C=C1 (ethyl p-chlorocinnamate), C1(=CC=C(C=C1)S(=O)(=O)C[N+]#[C-])C ((p-tolylsulfonyl)methyl isocyanide), [H-].[Na+] (sodium hydride). As a reaction SMILES: [H-].[Na+].[Cl:3][C:4]1[CH:16]=[CH:15][C:7]([CH:8]=[CH:9][C:10]([O:12][CH2:13][CH3:14])=[O:11])=[CH:6][CH:5]=1.C1(C)C=CC(S([CH2:26][N+:27]#[C-:28])(=O)=O)=CC=1>CCOCC.O>[Cl:3][C:4]1[CH:5]=[CH:6][C:7]([C:8]2[C:9]([C:10]([O:12][CH2:13][CH3:14])=[O:11])=[CH:26][NH:27][CH:28]=2)=[CH:15][CH:16]=1 |f:0.1|. Procedure details: To a mixture of 5.63 g of a 60% sodium hydride/oil suspension in 200 mL of dry ether under nitrogen is added from an additional funnel a mixture of 23.5 g (122 mmol) of ethyl p-chlorocinnamate and 19.4 g (122 mmol) of (p-tolylsulfonyl)methyl isocyanide in solution in 180 mL of ether and 80 mL of dimethylsulfonide. The addition time is about 20 minutes and results in gentle refluxing of the mixture. After another 10 minutes stirring, the mixture is diluted with 100 mL of water. The mixture is ext... The reactants are N (Ammonia), O=C1N(C[C@H](C1)CCC)[C@H](C(=O)OC)CC (methyl (2S)-2-[2-oxo-(4S)-4-propyl-1-pyrrolidinyl]butanoate). Run in O (water). Run at temperature 2.5 celsius, time 6 hour. Yields the product O=C1N(C[C@H](C1)CCC)[C@H](C(=O)N)CC ((2S)-2-[2-oxo-(4S)-4-propyl-1-pyrrolidinyl]butanamide). Reaction SMILES: [NH3:1].[O:2]=[C:3]1[CH2:7][C@H:6]([CH2:8][CH2:9][CH3:10])[CH2:5][N:4]1[C@@H:11]([CH2:16][CH3:17])[C:12](OC)=[O:13]>O>[O:2]=[C:3]1[CH2:7][C@H:6]([CH2:8][CH2:9][CH3:10])[CH2:5][N:4]1[C@@H:11]([CH2:16][CH3:17])[C:12]([NH2:1])=[O:13]. Procedure: Ammonia gas was condensed in 2 ml water at 0-5° C. and the temperature of the system was maintained at 0-5° C. 0.68 g of methyl (2S)-2-[2-oxo-(4S)-4-propyl-1-pyrrolidinyl]butanoate obtained such as described above was then added dropwise, maintaining the reaction mixture at 0-5° C. The system was then stirred for 6 hrs, with TLC indicating completion of reaction. After standing overnight at ambient temperature the reaction mixture was concentrated at 40° C. under vacuum and further dried by azye...